Dataset: the Open Reaction Database (ORD), a public repository of structured organic reaction records. Task: describe an organic reaction: reactants, conditions, products, and yield Starting materials: Cc1cc(C(F)(F)F)cnc1N1CCNCC1, CC(C)C1COC(=O)N1c1ccc(C(=O)O)cc1. Yields the product Cc1cc(C(F)(F)F)cnc1N1CCN(C(=O)c2ccc(N3C(=O)OCC3C(C)C)cc2)CC1. Reaction SMILES: [CH3:19][c:20]1[c:21]([N:30]2[CH2:31][CH2:32][NH:33][CH2:34][CH2:35]2)[n:22][cH:23][c:24]([C:26]([F:27])([F:28])[F:29])[cH:25]1.[CH:1]([CH3:2])([CH3:3])[CH:4]1[N:5]([c:10]2[cH:11][cH:12][c:13]([C:14](=[O:15])[OH:16])[cH:17][cH:18]2)[C:6](=[O:9])[O:7][CH2:8]1>>[CH:1]([CH3:2])([CH3:3])[CH:4]1[N:5]([c:10]2[cH:11][cH:12][c:13]([C:14](=[O:16])[N:33]3[CH2:32][CH2:31][N:30]([c:21]4[c:20]([CH3:19])[cH:25][c:24]([C:26]([F:27])([F:28])[F:29])[cH:23][n:22]4)[CH2:35][CH2:34]3)[cH:17][cH:18]2)[C:6](=[O:9])[O:7][CH2:8]1. Starting materials: CO, NCC1CC1, Cc1n[nH]c(N)c1-c1nc2ccc(S(=O)(=O)Cl)cc2s1. Yields the product Cc1n[nH]c(N)c1-c1nc2ccc(S(=O)(=O)NCC3CC3)cc2s1. As a reaction SMILES: [CH3:26][OH:27].[CH:21]1([CH2:24][NH2:25])[CH2:22][CH2:23]1.[NH2:1][c:2]1[c:3](-[c:8]2[s:9][c:10]3[c:11]([n:12]2)[cH:13][cH:14][c:15]([S:17](=[O:18])(=[O:19])[Cl:20])[cH:16]3)[c:4]([CH3:7])[n:5][nH:6]1>>[NH2:1][c:2]1[c:3](-[c:8]2[s:9][c:10]3[c:11]([n:12]2)[cH:13][cH:14][c:15]([S:17](=[O:18])(=[O:19])[NH:25][CH2:24][CH:21]2[CH2:22][CH2:23]2)[cH:16]3)[c:4]([CH3:7])[n:5][nH:6]1.